Dataset: the Open Reaction Database (ORD), a public repository of structured organic reaction records. Task: describe an organic reaction: reactants, conditions, products, and yield The reactants are [Al+3], COC(=O)c1cccc(OCc2nc(-c3ccccc3)oc2C)n1, [H-], [H-], [H-], [H-], [Li+], C1CCOC1, O=S(Cl)Cl. The product is Cc1oc(-c2ccccc2)nc1COc1cccc(CCl)n1. Reaction SMILES: [Al+3:26].[CH3:1][c:2]1[c:3]([CH2:13][O:14][c:15]2[cH:16][cH:17][cH:18][c:19]([C:21]([O:22][CH3:23])=[O:24])[n:20]2)[n:4][c:5](-[c:7]2[cH:8][cH:9][cH:10][cH:11][cH:12]2)[o:6]1.[H-:25].[H-:28].[H-:29].[H-:30].[Li+:27].[O:35]1[CH2:36][CH2:37][CH2:38][CH2:39]1.[S:31]([Cl:32])([Cl:33])=[O:34]>>[CH3:1][c:2]1[c:3]([CH2:13][O:14][c:15]2[cH:16][cH:17][cH:18][c:19]([CH2:21][Cl:33])[n:20]2)[n:4][c:5](-[c:7]2[cH:8][cH:9][cH:10][cH:11][cH:12]2)[o:6]1.